Task: describe an organic reaction: reactants, conditions, products, and yield. Dataset: the Open Reaction Database (ORD), a public repository of structured organic reaction records Starting materials: COc1ccc(CN(CCCCC(=O)O)c2cc(C)c(Br)cc2C=O)cc1, O=C([O-])[O-], CI, [K+], [K+], CN(C)C=O, O. As a reaction SMILES: [Br:1][c:2]1[cH:3][c:4]([CH:26]=[O:27])[c:5]([N:9]([CH2:10][CH2:11][CH2:12][CH2:13][C:14](=[O:15])[OH:16])[CH2:17][c:18]2[cH:19][cH:20][c:21]([O:24][CH3:25])[cH:22][cH:23]2)[cH:6][c:7]1[CH3:8].[C:28](=[O:29])([O-:30])[O-:31].[I:34][CH3:35].[K+:32].[K+:33].[O:37]=[CH:38][N:39]([CH3:40])[CH3:41].[OH2:36]>>[Br:1][c:2]1[cH:3][c:4]([CH:26]=[O:27])[c:5]([N:9]([CH2:10][CH2:11][CH2:12][CH2:13][C:14](=[O:15])[O:16][CH3:28])[CH2:17][c:18]2[cH:19][cH:20][c:21]([O:24][CH3:25])[cH:22][cH:23]2)[cH:6][c:7]1[CH3:8]. Yields the product COC(=O)CCCCN(Cc1ccc(OC)cc1)c1cc(C)c(Br)cc1C=O. Reactants: C(C)NC(C1=C(C=CC=C1SC(C)(C)C)F)=O (N-ethyl 2-fluoro-6-(1,1-dimethylethylthio)benzamide), O (water), OOS(=O)[O-].[K+] (OXONE), S(=O)(=O)([O-])S(=O)[O-].[Na+].[Na+] (sodium metabisulfite). Run in CO (methanol). Conditions: time 8 hour. The product is CC(C)(C)S(=O)(=O)C1=C(C(=O)NCC)C(=CC=C1)F (2-[(1,1-Dimethylethyl)sulfonyl]-N-ethyl-6-fluorobenzamide). RXN SMILES: [CH2:1]([NH:3][C:4](=[O:17])[C:5]1[C:10]([S:11][C:12]([CH3:15])([CH3:14])[CH3:13])=[CH:9][CH:8]=[CH:7][C:6]=1[F:16])[CH3:2].[OH:18]OS([O-])=O.[K+].S(S([O-])=O)([O-])(=O)=O.[Na+].[Na+].[OH2:33]>CO>[CH3:14][C:12]([S:11]([C:10]1[CH:9]=[CH:8][CH:7]=[C:6]([F:16])[C:5]=1[C:4]([NH:3][CH2:1][CH3:2])=[O:17])(=[O:18])=[O:33])([CH3:13])[CH3:15] |f:1.2,3.4.5|. Reported procedure: A 0° C. solution of N-ethyl 2-fluoro-6-(1,1-dimethylethylthio)benzamide, described in Example 194, (0.15 g, 0.59 mmol) in methanol (5 mL) was combined with a 0° C. solution of OXONE® (1.08 g, 1.76 mmol) in water (5 mL). This mixture was stirred overnight, then was poured into 25% aq sodium metabisulfite (100 mL) and extracted with ether (3×100 mL). The combined organics were washed with brine followed with water, then was dried (MgSO4) and concentrated to give the title compound as a clear oil. Starting materials: CCCCCC, O=C(O)C(Cc1cccc(F)c1)c1ccc(F)cc1, O. Yields the product O=C1c2ccc(F)cc2CC1c1ccc(F)cc1. RXN SMILES: [CH3:21][CH2:22][CH2:23][CH2:24][CH2:25][CH3:26].[F:1][c:2]1[cH:3][c:4]([CH2:8][CH:9]([C:10](=[O:11])[OH:12])[c:13]2[cH:14][cH:15][c:16]([F:19])[cH:17][cH:18]2)[cH:5][cH:6][cH:7]1.[OH2:20]>>[F:1][c:2]1[cH:3][c:4]2[c:5]([cH:6][cH:7]1)[C:10](=[O:12])[CH:9]([c:13]1[cH:14][cH:15][c:16]([F:19])[cH:17][cH:18]1)[CH2:8]2. Reactants: [Al+3], [Cl-], [Cl-], [Cl-], CC(Cl)Cl, Cl, O=C1CCC(=O)O1, O, c1ccsc1. Yields the product O=C(O)CCC(=O)c1cccs1. As a reaction SMILES: [Al+3:14].[Cl-:13].[Cl-:15].[Cl-:16].[Cl:17][CH:18]([Cl:19])[CH3:20].[ClH:22].[O:6]=[C:7]1[CH2:8][CH2:9][C:10](=[O:11])[O:12]1.[OH2:21].[cH:1]1[cH:2][cH:3][s:4][cH:5]1>>[cH:1]1[cH:2][c:3]([C:10]([CH2:9][CH2:8][C:7](=[O:6])[OH:12])=[O:11])[s:4][cH:5]1. The reactants are BrC1=CC=C(C(=N1)C(NC)=O)NC1=NC(=NC=C1C(F)(F)F)NC1=C(C=C(CCP(OCCCN2N=CC(=C2)B2OC(C(O2)(C)C)(C)C)=O)C=C1)OC (3-[4-(4,4,5,5-tetramethyl-1,3,2-dioxaborolan-2-yl)-1H-pyrazol-1-yl]propyl (4-{[4-{[6-bromo-2-(methylcarbamoyl)pyridin-3-yl]amino}-5-(trifluoromethyl)pyrimidin-2-yl]amino}-3-methoxybenzyl)methylphosphinate), CC(CO)(CN1N=CC(=C1)B1OC(C(O1)(C)C)(C)C)C (2,2-dimethyl-3-[4-(4,4,5,5-tetramethyl-1,3,2-dioxaborolan-2-yl)-1H-pyrazol-1-yl]propan-1-ol), CC(CO)(CN1N=CC(=C1)B1OC(C(O1)(C)C)(C)C)C (2,2-dimethyl-3-[4-(4,4,5,5-tetramethyl-1,3,2-dioxaborolan-2-yl)-1H-pyrazol-1-yl]propan-1-ol), BrC1=CC=C(C(=N1)C(NC)=O)NC1=NC(=NC=C1C(F)(F)F)NC1=C(C=C(CCP(O)=O)C=C1)OC ((4-{[4-{[6-bromo-2-(methylcarbamoyl)pyridin-3-yl]amino}-5-(trifluoromethyl)pyrimidin-2-yl]amino}-3-methoxybenzyl)methylphosphinic acid), BrC1=CC=C(C(=N1)C(NC)=O)NC1=NC(=NC=C1C(F)(F)F)NC1=C(C=C(CCP(O)=O)C=C1)OC ((4-{[4-{[6-bromo-2-(methylcarbamoyl)pyridin-3-yl]amino}-5-(trifluoromethyl)pyrimidin-2-yl]amino}-3-methoxybenzyl)methylphosphinic acid). Product: BrC1=CC=C(C(=N1)C(NC)=O)NC1=NC(=NC=C1C(F)(F)F)NC1=C(C=C(CCP(OCC(CN2N=CC(=C2)B2OC(C(O2)(C)C)(C)C)(C)C)=O)C=C1)OC (2,2-dimethyl-3-[4-(4,4,5,5-tetramethyl-1,3,2-dioxaborolan-2-yl)-1H-pyrazol-1-yl]propyl (4-{[4-{[6-bromo-2-(methylcarbamoyl)pyridin-3-yl]amino}-5-(trifluoromethyl)pyrimidin-2-yl]amino}-3-methoxybenzyl)methylphosphinate). The yield is 19.6%. Reaction SMILES: BrC1N=C(C(=O)NC)C(NC2C(C(F)(F)F)=CN=C(NC3C=CC(CCP(=O)OCCCN4C=C(B5OC(C)(C)C(C)(C)O5)C=N4)=CC=3OC)N=2)=CC=1.[Br:54][C:55]1[N:60]=[C:59]([C:61](=[O:64])[NH:62][CH3:63])[C:58]([NH:65][C:66]2[C:71]([C:72]([F:75])([F:74])[F:73])=[CH:70][N:69]=[C:68]([NH:76][C:77]3[CH:87]=[CH:86][C:80]([CH2:81][CH2:82][PH:83](=[O:85])[OH:84])=[CH:79][C:78]=3[O:88][CH3:89])[N:67]=2)=[CH:57][CH:56]=1.[CH3:90][C:91]([CH3:109])([CH2:94][N:95]1[CH:99]=[C:98]([B:100]2[O:104][C:103]([CH3:106])([CH3:105])[C:102]([CH3:108])([CH3:107])[O:101]2)[CH:97]=[N:96]1)[CH2:92]O>>[Br:54][C:55]1[N:60]=[C:59]([C:61](=[O:64])[NH:62][CH3:63])[C:58]([NH:65][C:66]2[C:71]([C:72]([F:75])([F:73])[F:74])=[CH:70][N:69]=[C:68]([NH:76][C:77]3[CH:87]=[CH:86][C:80]([CH2:81][CH2:82][PH:83](=[O:84])[O:85][CH2:90][C:91]([CH3:109])([CH3:92])[CH2:94][N:95]4[CH:99]=[C:98]([B:100]5[O:104][C:103]([CH3:106])([CH3:105])[C:102]([CH3:108])([CH3:107])[O:101]5)[CH:97]=[N:96]4)=[CH:79][C:78]=3[O:88][CH3:89])[N:67]=2)=[CH:57][CH:56]=1. Reported procedure: This material was prepared analogously to Compound 61A using (4-{[4-{[6-bromo-2-(methylcarbamoyl)pyridin-3-yl]amino}-5-(trifluoromethyl)pyrimidin-2-yl]amino}-3-methoxybenzyl)methylphosphinic acid (Compound 61B, 250 mg, 0.42 mmol) and 2,2-dimethyl-3-[4-(4,4,5,5-tetramethyl-1,3,2-dioxaborolan-2-yl)-1H-pyrazol-1-yl]propan-1-ol (Compound 47B, 119 mg, 0.424 mmol) to afford 70 mg of the title compound (19%). MS (ESI): m/z=851.22/853.23 [M+H]+. UPLC: tR=1.17 min (UPLC-TOF: polar—2 min). Reactants: N([C@H](CC1CCCCC1)C(=O)N[C@@H]([C@@H](C)CC)C(=O)N1C(C(=O)OCC2=CC=CC=C2)CCCC1)C(=O)OC(C)(C)C (Boc-D-Cha-L-Ile-D,L-Pip-OBzl). The reagents and catalysts are [Pd] (Pd-C). Run in CO (MeOH). Run at time 15 hour. Yields the product N([C@H](CC1CCCCC1)C(=O)N[C@@H]([C@@H](C)CC)C(=O)N1C(C(=O)O)CCCC1)C(=O)OC(C)(C)C (Boc-D-Cha-L-Ile-D,L-Pip-OH). The yield is 96.9%. As a reaction SMILES: [NH:1]([C:36]([O:38][C:39]([CH3:42])([CH3:41])[CH3:40])=[O:37])[C@@H:2]([C:10]([NH:12][C@H:13]([C:18]([N:20]1[CH2:35][CH2:34][CH2:33][CH2:32][CH:21]1[C:22]([O:24]CC1C=CC=CC=1)=[O:23])=[O:19])[C@H:14]([CH2:16][CH3:17])[CH3:15])=[O:11])[CH2:3][CH:4]1[CH2:9][CH2:8][CH2:7][CH2:6][CH2:5]1>CO.[Pd]>[NH:1]([C:36]([O:38][C:39]([CH3:41])([CH3:40])[CH3:42])=[O:37])[C@@H:2]([C:10]([NH:12][C@H:13]([C:18]([N:20]1[CH2:35][CH2:34][CH2:33][CH2:32][CH:21]1[C:22]([OH:24])=[O:23])=[O:19])[C@H:14]([CH2:16][CH3:17])[CH3:15])=[O:11])[CH2:3][CH:4]1[CH2:9][CH2:8][CH2:7][CH2:6][CH2:5]1. Procedure: Boc-D-Cha-L-Ile-D,L-Pip-OBzl (565 mg, 0.96 mmol) was dissolved in MeOH (10 ml). Pd-C catalyst (250 mg) was added to the solution and the solution was stirred for 15 hours under hydrogen atmosphere to remove the benzyl ester group. After Pd-C catalyst was filtered off, MeOH was distilled off to give a residue, which was then vacuum dried to yield Boc-D-Cha-L-Ile-D,L-Pip-OH (459 mg, 0.93 mmol; yield 97%) as a foam.